This data is from the Open Reaction Database (ORD), a public repository of structured organic reaction records. The task is: describe an organic reaction: reactants, conditions, products, and yield Starting materials: Cc1cc(C#N)ccc1C(=O)O, ClCCCl, NC1CCCCCC1, CCN(C(C)C)C(C)C, ClCCl, On1nnc2ccccc21. The product is Cc1cc(C#N)ccc1C(=O)NC1CCCCCC1. As a reaction SMILES: [C:32](#[N:33])[c:34]1[cH:35][c:36]([CH3:43])[c:37]([C:38](=[O:39])[OH:40])[cH:41][cH:42]1.[CH2:19]([Cl:20])[CH2:21][Cl:22].[CH:1]1([NH2:8])[CH2:2][CH2:3][CH2:4][CH2:5][CH2:6][CH2:7]1.[CH:23]([N:24]([CH:25]([CH3:26])[CH3:27])[CH2:28][CH3:29])([CH3:30])[CH3:31].[Cl:44][CH2:45][Cl:46].[OH:9][n:10]1[c:11]2[c:12]([cH:13][cH:14][cH:15][cH:16]2)[n:17][n:18]1>>[CH:1]1([NH:8][C:38]([c:37]2[c:36]([CH3:43])[cH:35][c:34]([C:32]#[N:33])[cH:42][cH:41]2)=[O:39])[CH2:2][CH2:3][CH2:4][CH2:5][CH2:6][CH2:7]1. Yield: 8.3%. Reactants: C(=O)(OCC)C(C(C)=O)CC#C (3-carbethoxy-5-hexyn-2-one), C(O)(O)=O.NC(=N)N (guanidine carbonate), CC(=O)C (acetone). Reaction SMILES: [C:1]([CH:6]([CH2:10]C#C)[C:7](=O)[CH3:8])([O:3][CH2:4][CH3:5])=O.C(=O)(O)O.[NH2:17][C:18]([NH2:20])=[NH:19].CC(C)=O>CS(C)=O>[CH3:8][C:7]1[C:6]2[CH:10]=[C:4]([CH3:5])[O:3][C:1]=2[N:17]=[C:18]([NH2:20])[N:19]=1 |f:1.2|. The solvent is CS(=O)C (dimethylsulfoxide). The product is CC=1C2=C(N=C(N1)N)OC(=C2)C (4,6-dimethylfuro[2,3-d]pyrimidin-2-amine). Procedure: A mixture of 4.0 g 3-carbethoxy-5-hexyn-2-one and 2.4 g guanidine carbonate was heated in 6 ml dimethylsulfoxide under a nitrogen atmosphere at 110°-120° for 2 hours. The solution was then cooled, acetone added and the solid collected then rinsed with water to afford 0.27 g of 4,6-dimethylfuro[2,3-d]pyrimidin-2-amine: m.p. 263°-265°. The above filtrates were diluted further with water and the deposited solid was collected and dried to give 0.44 g of 2-amino-6-methyl-5-(2-propynyl)-4(3H)pyrimidin...